From a dataset of the Open Reaction Database (ORD), a public repository of structured organic reaction records. describe an organic reaction: reactants, conditions, products, and yield Reactants: NC1=NC(=NC=C1C(=O)C1=C(C=C(C=C1)C(F)(F)F)OC)S(=O)CC ((4-amino-2-ethylsulfinyl-pyrimidin-5-yl)-(2-methoxy-4-trifluoromethyl-phenyl)-methanone), FC(C(=O)O)(F)F.CS(=O)(=O)N1CCC(CC1)N (1-methanesulfonyl-piperidin-4-ylamine; compound with trifluoroacetic acid). Product: NC1=NC(=NC=C1C(=O)C1=C(C=C(C=C1)C(F)(F)F)OC)NC1CCN(CC1)S(=O)(=O)C ([4-Amino-2-(1-methanesulfonyl-piperidin-4-ylamino)-pyrimidin-5-yl]-(2-methoxy-4-trifluoromethyl-phenyl)-methanone). RXN SMILES: [NH2:1][C:2]1[C:7]([C:8]([C:10]2[CH:15]=[CH:14][C:13]([C:16]([F:19])([F:18])[F:17])=[CH:12][C:11]=2[O:20][CH3:21])=[O:9])=[CH:6][N:5]=[C:4](S(CC)=O)[N:3]=1.FC(F)(F)C(O)=O.[CH3:33][S:34]([N:37]1[CH2:42][CH2:41][CH:40]([NH2:43])[CH2:39][CH2:38]1)(=[O:36])=[O:35]>>[NH2:1][C:2]1[C:7]([C:8]([C:10]2[CH:15]=[CH:14][C:13]([C:16]([F:17])([F:19])[F:18])=[CH:12][C:11]=2[O:20][CH3:21])=[O:9])=[CH:6][N:5]=[C:4]([NH:43][CH:40]2[CH2:41][CH2:42][N:37]([S:34]([CH3:33])(=[O:36])=[O:35])[CH2:38][CH2:39]2)[N:3]=1 |f:1.2|. Procedure details: The compound was prepared from (4-amino-2-ethylsulfinyl-pyrimidin-5-yl)-(2-methoxy-4-trifluoromethyl-phenyl)-methanone (Example 203) and 1-methanesulfonyl-piperidin-4-ylamine; compound with trifluoroacetic acid (Example 162) in an analogous manner as described in Example 172. HR-MS (ES, m/z) calculated for C19H23N5O4SF3 [(M+H)+] 474.1418, observed 474.1418. Reactants: ClC1=CC=C2CNC(C2=C1)=O (6-chloro-1-isoindolinone), C(C)(C)OC1=C(C(=O)O)C=C(C=C1)S(=O)(=O)C (2-Isopropoxy-5-methanesulfonyl-benzoic acid). The reagents and catalysts are CN(C1=CC=NC=C1)C (4-dimethylaminopyridine). Solvent: N1=CC=CC=C1 (pyridine), ClCCl (dichloromethane). Reaction conditions: time 10 minute. Yields the product ClC1=CC=C2CN(C(C2=C1)=O)C(C1=C(C=CC(=C1)S(=O)(=O)C)OC(C)C)=O (6-Chloro-2-(2-isopropoxy-5-methanesulfonyl-benzoyl)-2,3-dihydro-isoindol-1-one). Yield: 55.0%. As a reaction SMILES: [Cl:1][C:2]1[CH:10]=[C:9]2[C:5]([CH2:6][NH:7][C:8]2=[O:11])=[CH:4][CH:3]=1.[CH:12]([O:15][C:16]1[CH:24]=[CH:23][C:22]([S:25]([CH3:28])(=[O:27])=[O:26])=[CH:21][C:17]=1[C:18](O)=[O:19])([CH3:14])[CH3:13]>N1C=CC=CC=1.CN(C)C1C=CN=CC=1.ClCCl>[Cl:1][C:2]1[CH:10]=[C:9]2[C:5]([CH2:6][N:7]([C:18](=[O:19])[C:17]3[CH:21]=[C:22]([S:25]([CH3:28])(=[O:26])=[O:27])[CH:23]=[CH:24][C:16]=3[O:15][CH:12]([CH3:13])[CH3:14])[C:8]2=[O:11])=[CH:4][CH:3]=1. Reported procedure: 0.4 mmol 6-chloro-1-isoindolinone (CAS: 58083-59-3) was dissolved in 3 nml of pyridine. 0.05 mmol of 4-dimethylaminopyridine was added, followed by slow addition of a solution of 0.5 mmol 2-isopropoxy-5-methanesulfonyl-benzoyl chloride (prepared from example B1 and oxalyl chloride in dichloromethane) in 2 ml dichloromethane at room temperature. The reaction mixture is stirred for 10 minutes at room temperature, then the dichloromethane is stripped off in the rotatory evaporator. The remaining so... Reactants: O=C([O-])O, c1ccc2c(c1)CCNC2, COc1cc(C(=O)Cl)cc(OC)c1OC, [K+], C[n+]1ccc2cccc([N+](=O)[O-])c2c1, CN1CCc2cccc(N)c2C1, [Na+], [Na+], O=C([O-])[O-], Cc1ccc(S(=O)(=O)[O-])cc1, c1ccccc1. Product: COc1cc(C(=O)Nc2cccc3c2CN(C)CC3)cc(OC)c1OC. Reaction SMILES: [C:38](=[O:39])([OH:40])[O-:41].[CH2:58]1[c:59]2[c:60]([cH:61][cH:62][cH:63][cH:64]2)[CH2:65][CH2:66][NH:67]1.[CH3:43][O:44][c:45]1[cH:46][c:47]([C:48](=[O:49])[Cl:50])[cH:51][c:52]([O:56][CH3:57])[c:53]1[O:54][CH3:55].[K+:42].[N+:24]([c:25]1[cH:26][cH:27][cH:28][c:29]2[c:30]1[cH:31][n+:32]([CH3:33])[cH:34][cH:35]2)([O-:36])=[O:37].[NH2:1][c:2]1[cH:3][cH:4][cH:5][c:6]2[c:11]1[CH2:10][N:9]([CH3:12])[CH2:8][CH2:7]2.[Na+:74].[Na+:75].[O-:76][C:77](=[O:78])[O-:79].[c:13]1([CH3:14])[cH:15][cH:16][c:17]([S:18]([O-:19])(=[O:20])=[O:21])[cH:22][cH:23]1.[cH:68]1[cH:69][cH:70][cH:71][cH:72][cH:73]1>>[NH:1]([c:2]1[cH:3][cH:4][cH:5][c:6]2[c:11]1[CH2:10][N:9]([CH3:12])[CH2:8][CH2:7]2)[C:48]([c:47]1[cH:46][c:45]([O:44][CH3:43])[c:53]([O:54][CH3:55])[c:52]([O:56][CH3:57])[cH:51]1)=[O:49]. Starting materials: C1=CC=CC=2C(C3=C(CCC21)C=CC=C3)CN (10,11-Dihydro-5H-dibenzo[a,d]cycloheptene-5-methylamine), C1(CCCO1)=O (γ-butyrolactone). Yields the product C1=CC=CC=2C(C3=C(CCC21)C=CC=C3)CNC(CCCO)=O (N-[(10,11-dihydro-5H-dibenzo[a,d]cyclohepten-5-yl)methyl]-4-hydroxybutyramide). RXN SMILES: [CH:1]1[C:11]2[CH2:10][CH2:9][C:8]3[CH:12]=[CH:13][CH:14]=[CH:15][C:7]=3[CH:6]([CH2:16][NH2:17])[C:5]=2[CH:4]=[CH:3][CH:2]=1.[C:18]1(=[O:23])[O:22][CH2:21][CH2:20][CH2:19]1>>[CH:1]1[C:11]2[CH2:10][CH2:9][C:8]3[CH:12]=[CH:13][CH:14]=[CH:15][C:7]=3[CH:6]([CH2:16][NH:17][C:21](=[O:22])[CH2:20][CH2:19][CH2:18][OH:23])[C:5]=2[CH:4]=[CH:3][CH:2]=1. Procedure details: 10,11-Dihydro-5H-dibenzo[a,d]cycloheptene-5-methylamine (8.5 g) and γ-butyrolactone (3.7 g) are heated at 150° C. (internal temperature) for 1 hour. After cooling, the solid residue is recrystallized from benzene to give N-[(10,11-dihydro-5H-dibenzo[a,d]cyclohepten-5-yl)methyl]-4-hydroxybutyramide, (III, Alk = CH2CH2CH2 and Y = OH), m.p. 103°-105° C. The reactants are C(C)(C)N (isopropylamine), ClC1=NC(=C(C(=N1)Cl)C#N)Cl (2,4,6-trichloro-5-pyrimidinecarbonitrile), O (water). Solvent: C(C)OCC (diethyl ether), C(C)OCC (diethyl ether). Yields the product ClC1=NC(=NC(=C1C#N)Cl)NC(C)C (4,6-dichloro-2-isopropylamino-5-pyrimidinecarbonitrile). Yield: 51.5%. As a reaction SMILES: Cl[C:2]1[N:7]=[C:6]([Cl:8])[C:5]([C:9]#[N:10])=[C:4]([Cl:11])[N:3]=1.[CH:12]([NH2:15])([CH3:14])[CH3:13].O>C(OCC)C>[Cl:11][C:4]1[C:5]([C:9]#[N:10])=[C:6]([Cl:8])[N:7]=[C:2]([NH:15][CH:12]([CH3:14])[CH3:13])[N:3]=1. Procedure: A stirred solution of 4.2 grams of 2,4,6-trichloro-5-pyrimidinecarbonitrile in 100 ml of diethyl ether was cooled to between -5° and -10°, and a solution of 2.4 grams of isopropylamine in 100 ml of diethyl ether was added dropwise. Upon complete addition, water was added to the reaction mixture, and the ether layer was separated. The ethereal layer was dried over magnesium sulfate and filtered. The filtrate was evaporated to dryness under reduced pressure. The residue was recrystallized from met... Reactants: COC(=O)C(=O)OC, c1ccc(COc2cccc3cc[nH]c23)cc1, Cn1ccc2cccc(O)c21, CC(C)(C)[O-], [K+], [Na+], O=C([O-])O, CN(C)C=O. Product: Cn1ccc2cccc(OCc3ccccc3)c21. Reaction SMILES: [C:29]([O:30][CH3:31])(=[O:32])[C:33]([O:34][CH3:35])=[O:36].[CH2:12]([c:13]1[cH:14][cH:15][cH:16][cH:17][cH:18]1)[O:19][c:20]1[cH:21][cH:22][cH:23][c:24]2[c:25]1[nH:26][cH:27][cH:28]2.[CH3:1][n:2]1[cH:3][cH:4][c:5]2[cH:6][cH:7][cH:8][c:9]([OH:11])[c:10]12.[CH3:37][C:38]([CH3:39])([O-:40])[CH3:41].[K+:42].[Na+:47].[O-:43][C:44]([OH:45])=[O:46].[O:48]=[CH:49][N:50]([CH3:51])[CH3:52]>>[CH3:1][n:2]1[cH:3][cH:4][c:5]2[cH:6][cH:7][cH:8][c:9]([O:11][CH2:12][c:13]3[cH:14][cH:15][cH:16][cH:17][cH:18]3)[c:10]12.